From a dataset of the Open Reaction Database (ORD), a public repository of structured organic reaction records. describe an organic reaction: reactants, conditions, products, and yield Starting materials: C(C)OC(=O)Cl (chloroformic acid ethyl ester), FC1=C(C=C(C(=O)O)C=C1)Br (4-fluoro-3-bromo-benzoic acid), CN(CC1=CC=CC=C1)C (dimethylbenzylamine). Run in C(C)OCC (diethyl ether). Run at time 1 hour. The product is FC1=C(C=C(CO)C=C1)Br (4-fluoro-3-bromobenzyl alcohol). The yield is 88.8%. RXN SMILES: C(OC(Cl)=O)C.[F:7][C:8]1[CH:16]=[CH:15][C:11]([C:12](O)=[O:13])=[CH:10][C:9]=1[Br:17].CN(C)CC1C=CC=CC=1>C(OCC)C>[F:7][C:8]1[CH:16]=[CH:15][C:11]([CH2:12][OH:13])=[CH:10][C:9]=1[Br:17]. Reported procedure: 10.8 g of chloroformic acid ethyl ester were added dropwise to a solution of 20.8 g of 95% pure 4-fluoro-3-bromo-benzoic acid and 13.5 g of dimethylbenzylamine in 200 ml of diethyl ether at 0° C. Stirring was continued at 0° to 20° C. for 1 hour and the hydrochloride which had precipitated was then filtered off. After adding 0.1 g of triethylbenzylammonium bromide, a solution of 7.6 g of sodium borohydride in 50 ml of water was added dropwise to the filtrate at 20° C. The reaction mixture was su... Starting materials: BrCCCCCCOC1OCCCC1 (1-bromo-6-(2-tetrahydropyranyloxy)-hexane), ice water, C1(=CC=CC=C1)C#C (phenylacetylene), CCCCCC (hexane), C(CCC)[Li] (n-butyl lithium). The solvent is CN(P(=O)(N(C)C)N(C)C)C (hexamethylphosphoramide), O1CCCC1 (tetrahydrofuran). Conditions: temperature 20 celsius, time 30 minute. Yields the product C1(=CC=CC=C1)C#CCCCCCCOC1OCCCC1 (1-phenyl-8-(2-tetrahydropyranyloxy)-1-octyne). Isolated yield 58.3%. RXN SMILES: [C:1]1([C:7]#[CH:8])[CH:6]=[CH:5][CH:4]=[CH:3][CH:2]=1.CCCCCC.C([Li])CCC.Br[CH2:21][CH2:22][CH2:23][CH2:24][CH2:25][CH2:26][O:27][CH:28]1[CH2:33][CH2:32][CH2:31][CH2:30][O:29]1>O1CCCC1.CN(C)P(N(C)C)(N(C)C)=O>[C:1]1([C:7]#[C:8][CH2:21][CH2:22][CH2:23][CH2:24][CH2:25][CH2:26][O:27][CH:28]2[CH2:33][CH2:32][CH2:31][CH2:30][O:29]2)[CH:6]=[CH:5][CH:4]=[CH:3][CH:2]=1. Procedure: To a solution of 11.2 g of phenylacetylene dissolved in 100 ml of tetrahydrofuran, 78.8 ml of 1.6M-hexane solution of n-butyl lithium was added dropwise at 5°-8° C. Then 150 ml of a hexamethylphosphoramide solution containing 29.4 g of 1-bromo-6-(2-tetrahydropyranyloxy)-hexane was added dropwise at 10°-20° C. After stirring at 20° C. for 30 minutes, the reaction mixture was poured into ice-water and extracted with hexane. The organic layer was washed with water, dried and then the organic solven... Reactants: O=c1[nH]nc(Cc2ccc(F)c(Br)c2)c2c1CCCC2, N#C[Cu], CN(C)C=O. The product is N#Cc1cc(Cc2n[nH]c(=O)c3c2CCCC3)ccc1F. RXN SMILES: [Br:1][c:2]1[cH:3][c:4]([CH2:5][c:6]2[n:7][nH:8][c:9](=[O:16])[c:10]3[c:15]2[CH2:14][CH2:13][CH2:12][CH2:11]3)[cH:17][cH:18][c:19]1[F:20].[Cu:21][C:22]#[N:23].[O:24]=[CH:25][N:26]([CH3:27])[CH3:28]>>[c:2]1([C:22]#[N:23])[cH:3][c:4]([CH2:5][c:6]2[n:7][nH:8][c:9](=[O:16])[c:10]3[c:15]2[CH2:14][CH2:13][CH2:12][CH2:11]3)[cH:17][cH:18][c:19]1[F:20]. The reactants are COC(=O)c1ccc([N+](=O)[O-])c(C(Br)Br)c1, COC(=O)c1ccc([N+](=O)[O-])c(C)c1. The product is COC(=O)c1ccc([N+](=O)[O-])c(CBr)c1. Reaction SMILES: [Br:15][CH:16]([c:17]1[cH:18][c:19]([C:20](=[O:21])[O:22][CH3:23])[cH:24][cH:25][c:26]1[N+:27](=[O:28])[O-:29])[Br:30].[CH3:1][c:2]1[cH:3][c:4]([C:11]([O:12][CH3:13])=[O:14])[cH:5][cH:6][c:7]1[N+:8]([O-:9])=[O:10]>>[Br:15][CH2:16][c:17]1[cH:18][c:19]([C:20](=[O:21])[O:22][CH3:23])[cH:24][cH:25][c:26]1[N+:27](=[O:28])[O-:29]. Reactants: C(C)OC(=O)C1=C(N(C2=CC=C(C=C12)O)C1=CC=CC=C1)CC(=O)OCC (2-Ethoxycarbonylmethyl-5-hydroxy-1-phenylindole-3-carboxylic acid ethyl ester), ClC=1C=C(C=CC1)B(O)O (3-chlorophenylboronic acid). Product: C(C)OC(=O)C1=C(N(C2=CC=C(C=C12)OC1=CC(=CC=C1)Cl)C1=CC=CC=C1)CC(=O)OCC (5-(3-Chlorophenoxy)-2-ethoxycarbonylmethyl-1-phenylindole-3-carboxylic acid ethyl ester). As a reaction SMILES: [CH2:1]([O:3][C:4]([C:6]1[C:14]2[C:9](=[CH:10][CH:11]=[C:12]([OH:15])[CH:13]=2)[N:8]([C:16]2[CH:21]=[CH:20][CH:19]=[CH:18][CH:17]=2)[C:7]=1[CH2:22][C:23]([O:25][CH2:26][CH3:27])=[O:24])=[O:5])[CH3:2].[Cl:28][C:29]1[CH:30]=[C:31](B(O)O)[CH:32]=[CH:33][CH:34]=1>>[CH2:1]([O:3][C:4]([C:6]1[C:14]2[C:9](=[CH:10][CH:11]=[C:12]([O:15][C:33]3[CH:32]=[CH:31][CH:30]=[C:29]([Cl:28])[CH:34]=3)[CH:13]=2)[N:8]([C:16]2[CH:17]=[CH:18][CH:19]=[CH:20][CH:21]=2)[C:7]=1[CH2:22][C:23]([O:25][CH2:26][CH3:27])=[O:24])=[O:5])[CH3:2]. Procedure details: The sub-title compound was prepared in accordance with step (c) Example 1 from 2-ethoxycarbonylmethyl-5-hydroxy-1-phenylindole-3-carboxylic acid ethyl ester (140 mg, 0.38 mmol, see step (b) Example 3) and 3-chlorophenylboronic acid (119 mg, 0.76 mmol). Yield 53 mg (29%). Reactants: O=C([O-])[O-], COC(=O)c1ccc(F)cc1, Cn1nnc(-c2ccc(F)cc2)c1-c1c[nH]cn1, [K+], [K+], CN(C)C=O, O. Yields the product COC(=O)c1ccc(-n2cnc(-c3c(-c4ccc(F)cc4)nnn3C)c2)cc1. Reaction SMILES: [C:30](=[O:31])([O-:32])[O-:33].[F:19][c:20]1[cH:21][cH:22][c:23]([C:24](=[O:25])[O:26][CH3:27])[cH:28][cH:29]1.[F:1][c:2]1[cH:3][cH:4][c:5](-[c:8]2[n:9][n:10][n:11]([CH3:18])[c:12]2-[c:13]2[n:14][cH:15][nH:16][cH:17]2)[cH:6][cH:7]1.[K+:34].[K+:35].[O:37]=[CH:38][N:39]([CH3:40])[CH3:41].[OH2:36]>>[F:1][c:2]1[cH:3][cH:4][c:5](-[c:8]2[n:9][n:10][n:11]([CH3:18])[c:12]2-[c:13]2[n:14][cH:15][n:16](-[c:20]3[cH:21][cH:22][c:23]([C:24](=[O:25])[O:26][CH3:27])[cH:28][cH:29]3)[cH:17]2)[cH:6][cH:7]1. The yield is 56.0%. Reaction SMILES: Cl.[N:2]1[CH:7]=[CH:6][CH:5]=[CH:4][C:3]=1[N:8]([CH2:32][CH2:33][C:34]([O:36][CH2:37][CH3:38])=[O:35])[C:9]([C:11]1[CH:31]=[CH:30][C:14]2[N:15]([CH3:29])[C:16]([CH2:18][CH2:19][C:20]3[CH:25]=[CH:24][C:23]([C:26](=[NH:28])[NH2:27])=[CH:22][CH:21]=3)=[N:17][C:13]=2[CH:12]=1)=[O:10].[C:39](Cl)(=[O:46])[C:40]1[CH:45]=[CH:44][CH:43]=[N:42][CH:41]=1>ClCCl.CO>[N:2]1[CH:7]=[CH:6][CH:5]=[CH:4][C:3]=1[N:8]([CH2:32][CH2:33][C:34]([O:36][CH2:37][CH3:38])=[O:35])[C:9]([C:11]1[CH:31]=[CH:30][C:14]2[N:15]([CH3:29])[C:16]([CH2:18][CH2:19][C:20]3[CH:25]=[CH:24][C:23]([C:26](=[NH:27])[NH:28][C:39](=[O:46])[C:40]4[CH:45]=[CH:44][CH:43]=[N:42][CH:41]=4)=[CH:22][CH:21]=3)=[N:17][C:13]=2[CH:12]=1)=[O:10] |f:0.1,3.4|. Procedure details: Prepared analogously to Example 90 from 1-methyl-2-[2-(4-amidinophenyl)ethyl]benzimidazol-5-yl-carboxylic acid-N-(2-pyridyl)-N-(2-ethoxycarbonylethyl)amide hydrochloride and nicotinic acid chloride. Yield: 56% of theory, C34H33N7O4 (603.7); Rf value: 0.52 (silica gel; dichloromethane/methanol=9:1); EKA mass spectrum: (M+H)+=604; (M+Na)+=626. Solvent: ClCCl.CO (dichloromethane methanol). Starting materials: Cl.N1=C(C=CC=C1)N(C(=O)C1=CC2=C(N(C(=N2)CCC2=CC=C(C=C2)C(N)=N)C)C=C1)CCC(=O)OCC (1-methyl-2-[2-(4-amidinophenyl)ethyl]benzimidazol-5-yl-carboxylic acid-N-(2-pyridyl)-N-(2-ethoxycarbonylethyl)amide hydrochloride), C(C1=CN=CC=C1)(=O)Cl (nicotinic acid chloride), C34H33N7O4. The product is N1=C(C=CC=C1)N(C(=O)C1=CC2=C(N(C(=N2)CCC2=CC=C(C=C2)C(NC(C2=CN=CC=C2)=O)=N)C)C=C1)CCC(=O)OCC (1-Methyl-2-[2-[4-(N-nicotinoylamidino)phenyl]ethyl]benzimidazol-5-yl-carboxylic acid-N-(2-pyridyl)-N-(2-ethoxycarbonylethyl)amide). The reactants are CC1=CNC=2CC(CC(C12)=O)C1=C(C=CC=C1)F (3-methyl-6-(2-fluorophenyl)-4,5,6,7-tetrahydroindol-4-one), [H-].[Na+] (sodium hydride), CS(=O)(=O)Cl (methanesulfonylchloride). Run in CN(C=O)C (dimethylformamide), CN(C=O)C (dimethylformamide). Conditions: time 30 minute. Yields the product CS(=O)(=O)N1C=C(C=2C(CC(CC12)C1=C(C=CC=C1)F)=O)C (1-methanesulfonyl-3-methyl-6-(2-fluorophenyl)-4,5,6,7-tetrahydroindol-4-one). The yield is 44.5%. As a reaction SMILES: [H-].[Na+].[CH3:3][C:4]1[C:12]2[C:11](=[O:13])[CH2:10][CH:9]([C:14]3[CH:19]=[CH:18][CH:17]=[CH:16][C:15]=3[F:20])[CH2:8][C:7]=2[NH:6][CH:5]=1.[CH3:21][S:22](Cl)(=[O:24])=[O:23]>CN(C)C=O>[CH3:21][S:22]([N:6]1[C:7]2[CH2:8][CH:9]([C:14]3[CH:19]=[CH:18][CH:17]=[CH:16][C:15]=3[F:20])[CH2:10][C:11](=[O:13])[C:12]=2[C:4]([CH3:3])=[CH:5]1)(=[O:24])=[O:23] |f:0.1|. Procedure: To a suspension of 60% sodium hydride (0.16 g, washed with hexane thrice) in dimethylformamide (10 ml) was added 3-methyl-6-(2-fluorophenyl)-4,5,6,7-tetrahydroindol-4-one (0.80 g), and the mixture was stirred at room temperature for 30 minutes. To the mixture was added methanesulfonylchloride (0.41 g) in dimethylformamide (3 ml), and the mixture was stirred at the same temperature for 14 hours. Under reduced pressure, the solvent was evaporated, and the residue was dissolved in ethyl acetate. Th...